Dataset: the Open Reaction Database (ORD), a public repository of structured organic reaction records. Task: describe an organic reaction: reactants, conditions, products, and yield Reactants: ClCS(=O)(=O)NC=1C=C2C=CN=CC2=CC1 (1-chloro-N-(isoquinolin-6-yl) methanesulfonamide), NC=1C=C(C(=O)NC)C=CC1 (3-amino-N-methylbenzamide). Run in CO (MeOH). Conditions: temperature 60 celsius, time 3 hour. Product: N (NH3), C1=NC=CC2=CC(=CC=C12)NS(=O)(=O)CNC=1C=C(C(=O)NC)C=CC1 (3-((N-isoquinolin-6-ylsulfamoyl)methylamino)-N-methylbenzamide). Yield: 2.0%. RXN SMILES: Cl[CH2:2][S:3]([NH:6][C:7]1[CH:8]=[C:9]2[C:14](=[CH:15][CH:16]=1)[CH:13]=[N:12][CH:11]=[CH:10]2)(=[O:5])=[O:4].[NH2:17][C:18]1[CH:19]=[C:20]([CH:25]=[CH:26][CH:27]=1)[C:21]([NH:23][CH3:24])=[O:22]>CO>[NH3:6].[CH:13]1[C:14]2[C:9](=[CH:8][C:7]([NH:6][S:3]([CH2:2][NH:17][C:18]3[CH:19]=[C:20]([CH:25]=[CH:26][CH:27]=3)[C:21]([NH:23][CH3:24])=[O:22])(=[O:5])=[O:4])=[CH:16][CH:15]=2)[CH:10]=[CH:11][N:12]=1. Procedure: To 1-chloro-N-(isoquinolin-6-yl) methanesulfonamide in MeOH is added KI and the solution is heated to 60° C. for 40 minutes. The mixture is cooled to 45° C. and 3-amino-N-methylbenzamide is added and stirred at 45° C. After 2-4 hours or when TLC indicated completion of the reaction, the solvents are evaporated and the residue is taken up in EtOAc and extracted with NaHCO3 (sat). The organics are dried (Na2SO4), filtered and evaporated. Flash chromatography (SiO2, 2% NH3(2M) in MeOH/3% MeOH/CH2Cl... The reactants are O (water), N(=O)[O-].[Na+] (sodium nitrite), C(CC(=O)C)(=O)OC (methyl acetoacetate), O (water), S(=O)(=O)(OC)OC (dimethyl sulfate), 4, N-sulfuric acid. Solvent: CO (methanol). Product: O=C(C(C(=O)OC)=NOC)C (methyl 3-oxo-2-methoxyiminobutyrate). Reaction SMILES: O.[N:2]([O-:4])=O.[Na+].[C:6]([O:12][CH3:13])(=[O:11])[CH2:7][C:8]([CH3:10])=[O:9].S(OC)(O[CH3:18])(=O)=O>CO>[O:9]=[C:8]([CH3:10])[C:7](=[N:2][O:4][CH3:18])[C:6]([O:12][CH3:13])=[O:11] |f:1.2|. Procedure: To 200 ml of water were added 38 g of sodium nitrite together with 53 g of methyl acetoacetate. Under ice-cooling and stirring, 200 ml of 4 N-sulfuric acid were added dropwise over a period of about 1 hour. During this period, the temperature of the reaction mixture was maintained at 5°-8° C. The mixture was further stirred within this temperature range for 2.5 hours. Then, it was extracted twice with 300 ml portions of ethyl acetate and the extracts are combined and washed twice with a standard... The solvent is O1CCCC1 (tetrahydrofuran). Procedure details: To 1.65 g of tert-butyl (2RS,3SR)-2-{5-(ethoxycarbonyl)-2-furylmethyl}-3-hydroxybutanoate in 40 ml of tetrahydrofuran, 2.32 g of triphenylphosphine, 1.40 ml of diethyl azodicarboxylate and 2.43 g of diphenylphosphoryl azide were added successively under cooling with ice under stirring, and the resulting reaction solution was stirred at room temperature for 18 hours. The reaction solution was evaporated to dryness under reduced pressure, and the residue was purified by silica gel column chromatog... As a reaction SMILES: [CH2:1]([O:3][C:4]([C:6]1[O:10][C:9]([CH2:11][CH:12]([CH:20](O)[CH3:21])[C:13]([O:15][C:16]([CH3:19])([CH3:18])[CH3:17])=[O:14])=[CH:8][CH:7]=1)=[O:5])[CH3:2].C1(P(C2C=CC=CC=2)C2C=CC=CC=2)C=CC=CC=1.[N:42](C(OCC)=O)=NC(OCC)=O.C1(P(N=[N+]=[N-])(C2C=CC=CC=2)=O)C=CC=CC=1>O1CCCC1>[NH2:42][CH:20]([CH3:21])[CH:12]([CH2:11][C:9]1[O:10][C:6]([C:4]([O:3][CH2:1][CH3:2])=[O:5])=[CH:7][CH:8]=1)[C:13]([O:15][C:16]([CH3:19])([CH3:18])[CH3:17])=[O:14]. Product: NC(C(C(=O)OC(C)(C)C)CC=1OC(=CC1)C(=O)OCC)C (tert-butyl (2RS,3RS)-3-amino-2-{5-(ethoxycarbonyl)-2-furylmethyl}butanoate). The reactants are C(C)OC(=O)C1=CC=C(O1)CC(C(=O)OC(C)(C)C)C(C)O (tert-butyl (2RS,3SR)-2-{5-(ethoxycarbonyl)-2-furylmethyl}-3-hydroxybutanoate), C1(=CC=CC=C1)P(C1=CC=CC=C1)C1=CC=CC=C1 (triphenylphosphine), N(=NC(=O)OCC)C(=O)OCC (diethyl azodicarboxylate), C1(=CC=CC=C1)P(=O)(C1=CC=CC=C1)N=[N+]=[N-] (diphenylphosphoryl azide).